From a dataset of the Open Reaction Database (ORD), a public repository of structured organic reaction records. describe an organic reaction: reactants, conditions, products, and yield Starting materials: [Si](C)(C)(C(C)(C)C)OCC=1C=CC(=NC1)COC1=NN2C(C3=CC=CC=C13)=NN=C2C2=NOC(=C2)C (6-[5(tert-butyldimethylsilyloxymethyl)pyridin-2-ylmethyloxy]-3-(5-methylisoxazol-3-yl)-[1,2,4]triazolo[3,4-α]phthalazine). Run in CC(=O)O.C1CCOC1.O (AcOH THF H2O). Product: CC1=CC(=NO1)C1=NN=C2N1N=C(C1=CC=CC=C21)OCC2=CC=C(C=N2)CO ({6-[3-(5-Methylisoxazol-3-yl)-[1,2,4]triazolo[3,4-α]phthalazin-6-yloxymethyl]pyridin-3-yl}methanol). As a reaction SMILES: [Si]([O:8][CH2:9][C:10]1[CH:11]=[CH:12][C:13]([CH2:16][O:17][C:18]2[C:27]3[C:22](=[CH:23][CH:24]=[CH:25][CH:26]=3)[C:21]3=[N:28][N:29]=[C:30]([C:31]4[CH:35]=[C:34]([CH3:36])[O:33][N:32]=4)[N:20]3[N:19]=2)=[N:14][CH:15]=1)(C(C)(C)C)(C)C>CC(O)=O.C1COCC1.O>[CH3:36][C:34]1[O:33][N:32]=[C:31]([C:30]2[N:20]3[N:19]=[C:18]([O:17][CH2:16][C:13]4[N:14]=[CH:15][C:10]([CH2:9][OH:8])=[CH:11][CH:12]=4)[C:27]4[C:22]([C:21]3=[N:28][N:29]=2)=[CH:23][CH:24]=[CH:25][CH:26]=4)[CH:35]=1 |f:1.2.3|. Reported procedure: A solution of 6-[5(tert-butyldimethylsilyloxymethyl)pyridin-2-ylmethyloxy]-3-(5-methylisoxazol-3-yl)-[1,2,4]triazolo[3,4-α]phthalazine (1.4 g, 2.78 mmol) in AcOH/THF/H2O [3:1:1, 50 ml] was stirred at room temperature for 36 h. The mixture was concentrated under reduced pressure and then azeotroped with toluene (2×50 ml). The material was used without further purification. Reactants: CCOC(=O)CCCCCOc1cc2c(cc1OC)C(N(Cc1cc(C(F)(F)F)cc(C(F)(F)F)c1)C(=O)OC)CC(C)N2C(=O)OCC, C1CCOC1, CO, [Li+], [OH-]. The product is CCOC(=O)N1c2cc(OCCCCCC(=O)O)c(OC)cc2C(N(Cc2cc(C(F)(F)F)cc(C(F)(F)F)c2)C(=O)OC)CC1C. RXN SMILES: [CH2:1]([CH3:2])[O:3][C:4](=[O:5])[N:6]1[CH:7]([CH3:49])[CH2:8][CH:9]([N:29]([C:30](=[O:31])[O:32][CH3:33])[CH2:34][c:35]2[cH:36][c:37]([C:45]([F:46])([F:47])[F:48])[cH:38][c:39]([C:41]([F:42])([F:43])[F:44])[cH:40]2)[c:10]2[cH:11][c:12]([O:27][CH3:28])[c:13]([O:16][CH2:17][CH2:18][CH2:19][CH2:20][CH2:21][C:22](=[O:23])[O:24][CH2:25][CH3:26])[cH:14][c:15]21.[CH2:52]1[O:53][CH2:54][CH2:55][CH2:56]1.[CH3:57][OH:58].[Li+:50].[OH-:51]>>[CH2:1]([CH3:2])[O:3][C:4](=[O:5])[N:6]1[CH:7]([CH3:49])[CH2:8][CH:9]([N:29]([C:30](=[O:31])[O:32][CH3:33])[CH2:34][c:35]2[cH:36][c:37]([C:45]([F:46])([F:47])[F:48])[cH:38][c:39]([C:41]([F:42])([F:43])[F:44])[cH:40]2)[c:10]2[cH:11][c:12]([O:27][CH3:28])[c:13]([O:16][CH2:17][CH2:18][CH2:19][CH2:20][CH2:21][C:22](=[O:23])[OH:24])[cH:14][c:15]21. The reactants are O=Cc1cnc(Cl)c2ccccc12, [H-], [Na+], CN(C)C=O, NC(=O)c1ccc(O)cc1. Product: NC(=O)c1ccc(Oc2ncc(C=O)c3ccccc23)cc1. As a reaction SMILES: [Cl:13][c:14]1[n:15][cH:16][c:17]([CH:24]=[O:25])[c:18]2[cH:19][cH:20][cH:21][cH:22][c:23]12.[H-:11].[Na+:12].[O:26]=[CH:27][N:28]([CH3:29])[CH3:30].[OH:1][c:2]1[cH:3][cH:4][c:5]([C:6](=[O:7])[NH2:8])[cH:9][cH:10]1>>[O:1]([c:2]1[cH:3][cH:4][c:5]([C:6](=[O:7])[NH2:8])[cH:9][cH:10]1)[c:14]1[n:15][cH:16][c:17]([CH:24]=[O:25])[c:18]2[cH:19][cH:20][cH:21][cH:22][c:23]12. Reactants: NC=1C=NC=CC1C(=O)O (3-amino-4-pyridinecarboxylic acid), S(O)(O)(=O)=O (sulfuric acid), C(C)O (ethyl alcohol), [NH4+].[OH-] (NH4OH). Product: NC=1C=NC=CC1C(=O)OCC (ethyl 3-amino-4-pyridinecarboxylate). Isolated yield 87.0%. Reaction SMILES: [NH2:1][C:2]1[CH:3]=[N:4][CH:5]=[CH:6][C:7]=1[C:8]([OH:10])=[O:9].S(=O)(=O)(O)O.[NH4+].[OH-].[CH2:18](O)[CH3:19]>>[NH2:1][C:2]1[CH:3]=[N:4][CH:5]=[CH:6][C:7]=1[C:8]([O:10][CH2:18][CH3:19])=[O:9] |f:2.3|. Reported procedure: To a solution of 1 g (7.25 mmol) of 3-amino-4-pyridinecarboxylic acid in 5 mL of ethyl alcohol was added 2 mL of sulfuric acid. The mixture was warmed under reflux for 2 h. It was cooled and basified with conc. NH4OH solution to pH=8. The resulting solution was extracted with ethyl acetate and the organic layer was washed with brine and water, dried (MgSO4) and concentrated in vacuo to give 1.04 g of the title compound as a white solid (87%). Reactants: ( 4 ), C(CCCCCCCCCCC)C(=O)OC1=CC=C(C=C1)C(=O)OC1=CC=C(C=C1)OCC1=CC=CC=C1 (4-(4′-n-dodecylcarbonyloxyphenylcarbonyloxy)-1-benzyloxybenzene). Reagents/catalysts: [Pd] (palladium/carbon). Run in C(C)(=O)OCC (ethyl acetate). Reaction conditions: time 6 hour. Product: C(CCCCCCCCCCC)C(=O)OC1=CC=C(C=C1)C(=O)OC1=CC=C(C=C1)O (4-(4′-n-dodecylcarbonyloxyphenylcarbonyloxy)phenol). Isolated yield 91.8%. As a reaction SMILES: [CH2:1]([C:13]([O:15][C:16]1[CH:21]=[CH:20][C:19]([C:22]([O:24][C:25]2[CH:30]=[CH:29][C:28]([O:31]CC3C=CC=CC=3)=[CH:27][CH:26]=2)=[O:23])=[CH:18][CH:17]=1)=[O:14])[CH2:2][CH2:3][CH2:4][CH2:5][CH2:6][CH2:7][CH2:8][CH2:9][CH2:10][CH2:11][CH3:12]>[Pd].C(OCC)(=O)C>[CH2:1]([C:13]([O:15][C:16]1[CH:17]=[CH:18][C:19]([C:22]([O:24][C:25]2[CH:26]=[CH:27][C:28]([OH:31])=[CH:29][CH:30]=2)=[O:23])=[CH:20][CH:21]=1)=[O:14])[CH2:2][CH2:3][CH2:4][CH2:5][CH2:6][CH2:7][CH2:8][CH2:9][CH2:10][CH2:11][CH3:12]. Procedure: {circle around (4)}: A mixture comprising 3.3 g of 4-(4′-n-dodecylcarbonyloxyphenylcarbonyloxy)-1-benzyloxybenzene, 0.3 g of palladium/carbon and 20 g of ethyl acetate was stirred for 6 hours under hydrogen atmosphere. Then, palladium/carbon was filtered off, followed by distilling off ethyl acetate from the filtrate. The resultant residue was recrystallized from toluene, whereby 2.5 g of 4-(4′-n-dodecylcarbonyloxyphenylcarbonyloxy)phenol was obtained in the form of a colorless crystal. Starting materials: O=C([O-])[O-], CCC1NC(=O)C(C)(C)C1=O, [Cs+], [Cs+], N#Cc1ccc(I)cc1C(F)(F)F, O=C(C=Cc1ccccc1)C=Cc1ccccc1, O=C(C=Cc1ccccc1)C=Cc1ccccc1, O=C(C=Cc1ccccc1)C=Cc1ccccc1, [Pd], [Pd], CC1(C)c2cccc(P(c3ccccc3)c3ccccc3)c2Oc2c(P(c3ccccc3)c3ccccc3)cccc21. The product is CCC1C(=O)C(C)(C)C(=O)N1c1ccc(C#N)c(C(F)(F)F)c1. Reaction SMILES: [C:25](=[O:26])([O-:27])[O-:28].[CH2:14]([CH3:15])[CH:16]1[C:17](=[O:24])[C:18]([CH3:22])([CH3:23])[C:19](=[O:21])[NH:20]1.[Cs+:29].[Cs+:30].[I:1][c:2]1[cH:3][c:4]([C:10]([F:11])([F:12])[F:13])[c:5]([C:6]#[N:7])[cH:8][cH:9]1.[O:111]=[C:112]([CH:113]=[CH:114][c:115]1[cH:116][cH:117][cH:118][cH:119][cH:120]1)[CH:121]=[CH:122][c:123]1[cH:124][cH:125][cH:126][cH:127][cH:128]1.[O:75]=[C:76]([CH:77]=[CH:78][c:79]1[cH:80][cH:81][cH:82][cH:83][cH:84]1)[CH:85]=[CH:86][c:87]1[cH:88][cH:89][cH:90][cH:91][cH:92]1.[O:93]=[C:94]([CH:95]=[CH:96][c:97]1[cH:98][cH:99][cH:100][cH:101][cH:102]1)[CH:103]=[CH:104][c:105]1[cH:106][cH:107][cH:108][cH:109][cH:110]1.[Pd:73].[Pd:74].[c:31]1([P:32]([c:33]2[cH:34][cH:35][cH:36][cH:37][cH:38]2)[c:39]2[c:40]3[c:64]([cH:65][cH:66][cH:67]2)[C:61]([CH3:62])([CH3:63])[c:43]2[c:42]([c:47]([P:48]([c:49]4[cH:50][cH:51][cH:52][cH:53][cH:54]4)[c:55]4[cH:56][cH:57][cH:58][cH:59][cH:60]4)[cH:46][cH:45][cH:44]2)[O:41]3)[cH:68][cH:69][cH:70][cH:71][cH:72]1>>[c:2]1([N:20]2[CH:16]([CH2:14][CH3:15])[C:17](=[O:24])[C:18]([CH3:22])([CH3:23])[C:19]2=[O:21])[cH:3][c:4]([C:10]([F:11])([F:12])[F:13])[c:5]([C:6]#[N:7])[cH:8][cH:9]1. Starting materials: BrC=1C=CC(=NC1C)NC=1C=C(C=NC1C#N)N[C@H]1[C@H](CCCC1)NC(OC(C)(C)C)=O (tert-butyl (1S,2R)-2-(5-(5-bromo-6-methylpyridin-2-ylamino)-6-cyanopyridin-3-ylamino)cyclohexylcarbamate), FC(C(O)C=1C=C(C=CC1)B(O)O)F (3-(2,2-difluoro-1-hydroxyethyl)phenylboronic acid), [O-]P(=O)([O-])[O-].[K+].[K+].[K+] (potassium phosphate tribasic), [OH-].[Na+] (Sodium hydroxide), OO (hydrogen peroxide), resin. Solvent: O1CCOCC1 (1,4-dioxane), CS(=O)C (DMSO), C(Cl)Cl.CO (DCM methanol). Conditions: temperature 80 celsius, time 16 hour. Product: N[C@@H]1[C@@H](CCCC1)NC=1C=C(C(=NC1)C(=O)N)NC1=NC(=C(C=C1)C1=CC(=CC=C1)C(C(F)F)O)C (5-{[(1R,2S)-2-aminocyclohexyl]amino}-3-({5-[3-(2,2-difluoro-1-hydroxyethyl)phenyl]-6-methylpyridin-2-yl}amino)pyridine-2-carboxamide). As a reaction SMILES: Br[C:2]1[CH:3]=[CH:4][C:5]([NH:9][C:10]2[CH:11]=[C:12]([NH:18][C@@H:19]3[CH2:24][CH2:23][CH2:22][CH2:21][C@@H:20]3[NH:25]C(=O)OC(C)(C)C)[CH:13]=[N:14][C:15]=2[C:16]#[N:17])=[N:6][C:7]=1[CH3:8].[F:33][CH:34]([F:46])[CH:35]([C:37]1[CH:38]=[C:39](B(O)O)[CH:40]=[CH:41][CH:42]=1)[OH:36].[O-:47]P([O-])([O-])=O.[K+].[K+].[K+].[OH-].[Na+].OO>O1CCOCC1.C(Cl)Cl.CO.CS(C)=O>[NH2:25][C@H:20]1[CH2:21][CH2:22][CH2:23][CH2:24][C@H:19]1[NH:18][C:12]1[CH:11]=[C:10]([NH:9][C:5]2[CH:4]=[CH:3][C:2]([C:39]3[CH:40]=[CH:41][CH:42]=[C:37]([CH:35]([OH:36])[CH:34]([F:46])[F:33])[CH:38]=3)=[C:7]([CH3:8])[N:6]=2)[C:15]([C:16]([NH2:17])=[O:47])=[N:14][CH:13]=1 |f:2.3.4.5,6.7,10.11|. Procedure: To a solution of tert-butyl (1S,2R)-2-(5-(5-bromo-6-methylpyridin-2-ylamino)-6-cyanopyridin-3-ylamino)cyclohexylcarbamate (PrepEx 1.6) (40 mg, 0.080 mmol) in degassed 1,4-dioxane (0.75 mL) was added 3-(2,2-difluoro-1-hydroxyethyl)phenylboronic acid (32 mg, 0.16 mmol), potassium phosphate tribasic (50 mg, 0.24 mmol), and 1,1′-bis(diphenylphosphino) ferrocene-palladium(II) dichloride dichloromethane complex (6 mg, 0.008 mmol), and the reaction vessel was flushed with argon. The reaction mixture wa... Starting materials: COc1ccc([Li])cc1 (effective_coupling_partner), c2ccc1cccc(OC)c1c2 (substrate). The reagents and catalysts are SIMes. Reaction conditions: temperature 50 celsius, time 12 hour. Yields the product COc3ccc(c1cccc2ccccc12)cc3. The reactants are C(C)OC(COC1=CC=CC=2C(C(CCC12)Br)=O)=O (ethyl[(6-bromo-5,6,7,8-tetrahydro-5-oxo-1-naphthalenyl)oxy]acetate), C1(=CC=CC=C1)CC(=S)N (phenylthioacetamide). The solvent is C(C)O (ethanol), CN(C=O)C (N,N-dimethylformamide), O (water). Reaction conditions: temperature 60 celsius, time 14 hour. The product is C(C)OC(COC1=C2CCC3=C(N=C(S3)CC3=CC=CC=C3)C2=CC=C1)=O (ethyl[(2-benzyl-4,5-dihydronaphtho[1,2-d]thiazol-6-yl)oxy]acetate). The yield is 21.5%. RXN SMILES: [CH2:1]([O:3][C:4](=[O:19])[CH2:5][O:6][C:7]1[C:16]2[CH2:15][CH2:14][CH:13](Br)[C:12](=O)[C:11]=2[CH:10]=[CH:9][CH:8]=1)[CH3:2].[C:20]1([CH2:26][C:27]([NH2:29])=[S:28])[CH:25]=[CH:24][CH:23]=[CH:22][CH:21]=1>C(O)C.CN(C)C=O.O>[CH2:1]([O:3][C:4](=[O:19])[CH2:5][O:6][C:7]1[CH:8]=[CH:9][CH:10]=[C:11]2[C:16]=1[CH2:15][CH2:14][C:13]1[S:28][C:27]([CH2:26][C:20]3[CH:25]=[CH:24][CH:23]=[CH:22][CH:21]=3)=[N:29][C:12]=12)[CH3:2]. Procedure details: A solution of ethyl[(6-bromo-5,6,7,8-tetrahydro-5-oxo-1-naphthalenyl)oxy]acetate (2.16 g, 6.61 mmol) and phenylthioacetamide (1.00 g, 6.61 mmol) in a mixture of ethanol (25 mL) and N,N-dimethylformamide (5 mL) was stirred at 60° C. for 14 hours and, then, refluxed for 2 hours. After cooling, the reaction mixture was diluted with water and extracted with ethyl acetate. The organic layer was washed with water and saturated aqueous sodium chloride solution, dried over MgSO4, filtered, and concentra...